This data is from the Open Reaction Database (ORD), a public repository of structured organic reaction records. The task is: describe an organic reaction: reactants, conditions, products, and yield Reactants: O=C(OOC(=O)c1ccccc1)c1ccccc1, Cc1ccc(-c2ccc(C(=O)OC(C)(C)C)cc2)cc1, ClC(Cl)(Cl)Cl, O=C1CCC(=O)N1Br. Product: CC(C)(C)OC(=O)c1ccc(-c2ccc(CBr)cc2)cc1. RXN SMILES: [C:29]([O:30][O:31][C:32](=[O:33])[c:34]1[cH:35][cH:36][cH:37][cH:38][cH:39]1)(=[O:40])[c:41]1[cH:42][cH:43][cH:44][cH:45][cH:46]1.[CH3:1][c:2]1[cH:3][cH:4][c:5](-[c:8]2[cH:9][cH:10][c:11]([C:14](=[O:15])[O:16][C:17]([CH3:18])([CH3:19])[CH3:20])[cH:12][cH:13]2)[cH:6][cH:7]1.[Cl:47][C:48]([Cl:49])([Cl:50])[Cl:51].[O:21]=[C:22]1[N:23]([Br:28])[C:24](=[O:25])[CH2:26][CH2:27]1>>[CH2:1]([c:2]1[cH:3][cH:4][c:5](-[c:8]2[cH:9][cH:10][c:11]([C:14](=[O:15])[O:16][C:17]([CH3:18])([CH3:19])[CH3:20])[cH:12][cH:13]2)[cH:6][cH:7]1)[Br:28]. Starting materials: BrC=1C=C(C=CC1)C1=NNC(=C1)N (3-(3-bromophenyl)-1H-pyrazol-5-amine), C(C)(=O)C(C(=O)OC)CC(=O)OC (dimethyl 2-acetylsuccinate), tosic acid monohydrate. The solvent is CC=1C=CC=CC1C (o-xylene), hexanes. Run at temperature 135 celsius. Product: BrC=1C=C(C=CC1)C1=NN2C(N=C(C(=C2O)CC(=O)OC)C)=C1 (methyl 2-(2-(3-bromophenyl)-7-hydroxy-5-methylpyrazolo[1,5-a]pyrimidin-6-yl)acetate). The yield is 93.6%. RXN SMILES: [Br:1][C:2]1[CH:3]=[C:4]([C:8]2[CH:12]=[C:11]([NH2:13])[NH:10][N:9]=2)[CH:5]=[CH:6][CH:7]=1.[C:14]([CH:17]([CH2:22][C:23]([O:25][CH3:26])=[O:24])[C:18](OC)=[O:19])(=O)[CH3:15]>CC1C=CC=CC=1C>[Br:1][C:2]1[CH:3]=[C:4]([C:8]2[CH:12]=[C:11]3[N:13]=[C:14]([CH3:15])[C:17]([CH2:22][C:23]([O:25][CH3:26])=[O:24])=[C:18]([OH:19])[N:10]3[N:9]=2)[CH:5]=[CH:6][CH:7]=1. Procedure: A 3-lit three neck flask was fitted with a mechanical stirrer and a heating mantle. A suspension of 3-(3-bromophenyl)-1H-pyrazol-5-amine (84.9 g, 357 mmol), dimethyl 2-acetylsuccinate (73.8 g, 392 mmol) and tosic acid monohydrate (1.357 g, 7.13 mmol) in o-xylene (1500 mL) was heated to refluxed (135° C. measured internal temp) for 3.5 h. The heating was turned off, the reaction was diluted with hexanes (1000 mL) and was allowed to cool slowly overnight. The solids were collected by filtration. T... Starting materials: C(C1=CC=CC=C1)OC(NCCBr)=O (benzyl-N-(2-bromoethyl)carbamate), OC=1C=C(C#N)C=CC1 (3-hydroxybenzonitrile), C([O-])([O-])=O.[Ca+2] (calcium carbonate), [I-].[K+] (potassium iodide). The reagents and catalysts are [I-].C(CCC)[N+](CCCC)(CCCC)CCCC (tetrabutylammonium iodide). Solvent: CN(C=O)C (dimethylformamide). Yields the product C(C1=CC=CC=C1)OC(=O)NCCOC=1C=C(C#N)C=CC1 (3-[2-(benzyloxycarbonylamino)ethoxy]benzonitrile). As a reaction SMILES: [CH2:1]([O:8][C:9](=[O:14])[NH:10][CH2:11][CH2:12]Br)[C:2]1[CH:7]=[CH:6][CH:5]=[CH:4][CH:3]=1.[OH:15][C:16]1[CH:17]=[C:18]([CH:21]=[CH:22][CH:23]=1)[C:19]#[N:20].C(=O)([O-])[O-].[Ca+2].[I-].[K+]>[I-].C([N+](CCCC)(CCCC)CCCC)CCC.CN(C)C=O>[CH2:1]([O:8][C:9]([NH:10][CH2:11][CH2:12][O:15][C:16]1[CH:17]=[C:18]([CH:21]=[CH:22][CH:23]=1)[C:19]#[N:20])=[O:14])[C:2]1[CH:7]=[CH:6][CH:5]=[CH:4][CH:3]=1 |f:2.3,4.5,6.7|. Reported procedure: 8 g of benzyl-N-(2-bromoethyl)carbamate, 3.7 g of 3-hydroxybenzonitrile, 4.3 g of calcium carbonate, 5.1 g of potassium iodide and 1.1 g of tetrabutylammonium iodide were stirred in dimethylformamide at 60° C. After the treatment with ethyl acetate as the extractant in an ordinary manner, the product was purified by the silica gel column chromatography to obtain 3-[2-(benzyloxycarbonylamino)ethoxy]benzonitrile. Acetic acid containing 20% of hydrogen bromide was added to the product under cooling... Starting materials: Brc1ccc2c(c1)OCCCO2, C1CCOC1, CCCCCC, COc1cc(C=O)cc(OC)c1, CC(C)O, O. Yields the product COc1cc(OC)cc(C(O)c2ccc3c(c2)OCCCO3)c1. Reaction SMILES: [Br:1][c:2]1[cH:3][c:4]2[c:5]([cH:11][cH:12]1)[O:6][CH2:7][CH2:8][CH2:9][O:10]2.[CH2:35]1[O:36][CH2:37][CH2:38][CH2:39]1.[CH3:13][CH2:14][CH2:15][CH2:16][CH2:17][CH3:18].[CH3:19][O:20][c:21]1[cH:22][c:23]([CH:24]=[O:25])[cH:26][c:27]([O:29][CH3:30])[cH:28]1.[CH:31]([OH:32])([CH3:33])[CH3:34].[OH2:40]>>[c:2]1([CH:24]([c:23]2[cH:22][c:21]([O:20][CH3:19])[cH:28][c:27]([O:29][CH3:30])[cH:26]2)[OH:25])[cH:3][c:4]2[c:5]([cH:11][cH:12]1)[O:6][CH2:7][CH2:8][CH2:9][O:10]2. The reactants are [BH4-], CCO, CCOC(=O)C=Cc1c(OC)cccc1C(C)OCC(O)CN1CCCC1Cc1ccc(Cl)c(F)c1, [Na+], Cl[Ni]Cl, C1CCOC1, O, O, O, O, O, O, O. Yields the product CCOC(=O)CCc1c(OC)cccc1C(C)OCC(O)CN1CCCC1Cc1ccc(Cl)c(F)c1. Reaction SMILES: [BH4-:45].[CH3:42][CH2:43][OH:44].[Cl:1][c:2]1[c:3]([F:36])[cH:4][c:5]([CH2:6][CH:7]2[N:8]([CH2:12][CH:13]([CH2:14][O:15][CH:16]([CH3:17])[c:18]3[c:19]([CH:26]=[CH:27][C:28](=[O:29])[O:30][CH2:31][CH3:32])[c:20]([O:24][CH3:25])[cH:21][cH:22][cH:23]3)[OH:33])[CH2:9][CH2:10][CH2:11]2)[cH:34][cH:35]1.[Na+:46].[Ni:53]([Cl:54])[Cl:55].[O:37]1[CH2:38][CH2:39][CH2:40][CH2:41]1.[OH2:47].[OH2:48].[OH2:49].[OH2:50].[OH2:51].[OH2:52].[OH2:56]>>[Cl:1][c:2]1[c:3]([F:36])[cH:4][c:5]([CH2:6][CH:7]2[N:8]([CH2:12][CH:13]([CH2:14][O:15][CH:16]([CH3:17])[c:18]3[c:19]([CH2:26][CH2:27][C:28](=[O:29])[O:30][CH2:31][CH3:32])[c:20]([O:24][CH3:25])[cH:21][cH:22][cH:23]3)[OH:33])[CH2:9][CH2:10][CH2:11]2)[cH:34][cH:35]1.